From a dataset of the Open Reaction Database (ORD), a public repository of structured organic reaction records. describe an organic reaction: reactants, conditions, products, and yield Starting materials: trimethyl-[(trans-3-methyl-pent-2-en-4-yn-1-yl)oxy]-silane, formula VII, CC=1C(C(C(C1)O[Si](C)(C)C)(C)C)=O (2,5,5-trimethyl-4-[(trimethylsilyl)oxyl]-cyclopent-2-en-1-one), formula VI. The solvent is O1CCCC1 (tetrahydrofuran). Yields the product CC=1C(C(C(C1)O[Si](C)(C)C)(C)C)(O)C#CC(=CCO[Si](C)(C)C)C (5-[2,5,5-trimethyl-1-hydroxy-4-[(trimethylsilyl)oxy]-cyclopent-2-en-1-yl]-3-methyl-1-[(trimethylsilyl)oxy]-pent-2-en-4-yne), formula VIII. Reaction SMILES: [CH3:1][C:2]1[C:3](=[O:14])[C:4]([CH3:13])([CH3:12])[CH:5]([O:7][Si:8]([CH3:11])([CH3:10])[CH3:9])[CH:6]=1>O1CCCC1>[CH3:1][C:2]1[C:3]([C:4]#[C:3][C:2]([CH3:1])=[CH:6][CH2:5][O:7][Si:8]([CH3:11])([CH3:9])[CH3:10])([OH:14])[C:4]([CH3:13])([CH3:12])[CH:5]([O:7][Si:8]([CH3:11])([CH3:10])[CH3:9])[CH:6]=1. Procedure: The resulting 2,5,5-trimethyl-4-[(trimethylsilyl)oxyl]-cyclopent-2-en-1-one of formula VI is then condensed in a solvent (e.g. tetrahydrofuran) by means of a Grignard reaction with trimethyl-[(trans-3-methyl-pent-2-en-4-yn-1-yl)oxy]-silane of formula VII to give 5-[2,5,5-trimethyl-1-hydroxy-4-[(trimethylsilyl)oxy]-cyclopent-2-en-1-yl]-3-methyl-1-[(trimethylsilyl)oxy]-pent-2-en-4-yne of formula VIII which, without isolation, is saponified by shaking with a dilute aqueous alkali hydroxide solution... The reactants are ClC=1C=CC2=C(CCC3=C(C2=O)C=CC=C3OC)C1 (8-chloro-1-methoxy-10,11-dihydrodibenzo[a,d]cyclohepten-5-one), C1(=C(C=CC=C1)N)N (phenylenediamine), P (phosphine), O([Na])C(C)(C)C (NaOtert-Bu). The reagents and catalysts are CC(=O)[O-].CC(=O)[O-].[Pd+2] (Pd(OAc)2). The solvent is C1(=CC=CC=C1)C (toluene), C(C)(C)(C)O (tert-BuOH). Product: NC1=C(C=CC=C1)NC=1C=CC2=C(CCC3=C(C2=O)C=CC=C3OC)C1 (8-(2-Aminophenylamino)-1-methoxy-10,11-dihydrodibenzo[a,d]cyclohepten-5-one). As a reaction SMILES: Cl[C:2]1[CH:3]=[CH:4][C:5]2[C:11](=[O:12])[C:10]3[CH:13]=[CH:14][CH:15]=[C:16]([O:17][CH3:18])[C:9]=3[CH2:8][CH2:7][C:6]=2[CH:19]=1.[C:20]1([NH2:27])[CH:25]=[CH:24][CH:23]=[CH:22][C:21]=1[NH2:26].P.O(C(C)(C)C)[Na]>C1(C)C=CC=CC=1.C(O)(C)(C)C.CC([O-])=O.CC([O-])=O.[Pd+2]>[NH2:26][C:21]1[CH:22]=[CH:23][CH:24]=[CH:25][C:20]=1[NH:27][C:2]1[CH:3]=[CH:4][C:5]2[C:11](=[O:12])[C:10]3[CH:13]=[CH:14][CH:15]=[C:16]([O:17][CH3:18])[C:9]=3[CH2:8][CH2:7][C:6]=2[CH:19]=1 |f:6.7.8|. Reported procedure: For the synthesis of the title compound, 0.54 g (0.0020 mol) of 8-chloro-1-methoxy-10,11-dihydrodibenzo[a,d]cyclohepten-5-one, 1.08 g (0.010 mol) of phenylenediamine, 2 spatula tips of Pd(OAc)2, 0.14 g of phosphine ligand and 1.60 g (0.0166 mol) of NaOtert-Bu in 10 ml of toluene and 2 ml of tert-BuOH are reacted by method O. Purification is carried out by column chromatography (flash; SiO2; hexane 80%/ethyl acetate 20%). C22H20N2O2 (Mr=344.42)